From a dataset of the Open Reaction Database (ORD), a public repository of structured organic reaction records. describe an organic reaction: reactants, conditions, products, and yield Reactants: Cl.Cl.Cl.S1C=NC2=C1C=C(C=C2)NC=2C1=C(N=CN2)NC(=C1)C=1CCNCC1 (benzothiazol-6-yl-[6-(1,2,3,6-tetrahydropyridin-4-yl)-7H-pyrrolo[2,3-d]pyrimidin-4-yl]-amine trihydrochloride), Cl.CN(CCCC(=O)O)C (4-(dimethylamino)butyric acid hydrochloride), CN(C)C(=[N+](C)C)ON1C2=C(C=CC=C2)N=N1.[B-](F)(F)(F)F (TBTU), C(C)(C)N(C(C)C)CC (N,N-diisopropylethylamine). Run in CN(C)C=O (DMF). Yields the product CN(CCCC(=O)N1CCC(=CC1)C1=CC2=C(N=CN=C2NC2=CC3=C(N=CS3)C=C2)N1)C (6-{1-[4-(Dimethylamino)butanoyl]-1,2,3,6-tetra-hydropyridin-4-yl}-N-1,3-benzothiazol-6-yl-7H-pyrrolo[2,3-d]pyrimidin-4-amine). Reaction SMILES: Cl.Cl.Cl.[S:4]1[C:8]2[CH:9]=[C:10]([NH:13][C:14]3[C:15]4[CH:22]=[C:21]([C:23]5[CH2:24][CH2:25][NH:26][CH2:27][CH:28]=5)[NH:20][C:16]=4[N:17]=[CH:18][N:19]=3)[CH:11]=[CH:12][C:7]=2[N:6]=[CH:5]1.Cl.[CH3:30][N:31]([CH3:38])[CH2:32][CH2:33][CH2:34][C:35](O)=[O:36].CN(C(ON1N=NC2C=CC=CC1=2)=[N+](C)C)C.[B-](F)(F)(F)F.C(N(CC)C(C)C)(C)C>CN(C=O)C>[CH3:30][N:31]([CH3:38])[CH2:32][CH2:33][CH2:34][C:35]([N:26]1[CH2:25][CH:24]=[C:23]([C:21]2[NH:20][C:16]3[N:17]=[CH:18][N:19]=[C:14]([NH:13][C:10]4[CH:11]=[CH:12][C:7]5[N:6]=[CH:5][S:4][C:8]=5[CH:9]=4)[C:15]=3[CH:22]=2)[CH2:28][CH2:27]1)=[O:36] |f:0.1.2.3,4.5,6.7|. Reported procedure: To a solution of benzothiazol-6-yl-[6-(1,2,3,6-tetrahydropyridin-4-yl)-7H-pyrrolo[2,3-d]pyrimidin-4-yl]-amine trihydrochloride (50.0 mg, 0.11 mmol) in DMF (3 mL) was added 4-(dimethylamino)butyric acid hydrochloride (17 mg, 0.13 mmol), TBTU (42 mg, 0.13 mmol) and N,N-diisopropylethylamine (0.11 mL). The reaction mixture was left to stir at rt over the weekend. The crude mixture was concentrated in vacuo and purified via MDP, which afforded the title compound as a tan solid. MS (ES+): m/z: 461.99... The reactants are CC(=O)Nc1ccc(-c2cc(=O)c3c(N)c(F)cc(F)c3o2)cc1F, CC(C)(C)OC(=O)OC(C)(C)C, CN(C)c1ccccn1, CN(C)C=O, O. Product: CC(=O)N(C(=O)OC(C)(C)C)c1ccc(-c2cc(=O)c3c(N)c(F)cc(F)c3o2)cc1F. Reaction SMILES: [C:1]([CH3:2])(=[O:3])[NH:4][c:5]1[c:6]([F:25])[cH:7][c:8](-[c:11]2[o:12][c:13]3[c:14]([c:15](=[O:17])[cH:16]2)[c:18]([NH2:24])[c:19]([F:23])[cH:20][c:21]3[F:22])[cH:9][cH:10]1.[C:35]([O:36][C:37]([CH3:38])([CH3:39])[CH3:40])([O:41][C:43]([CH3:44])([CH3:45])[CH3:46])=[O:42].[CH3:26][N:27]([c:28]1[cH:29][cH:30][cH:31][cH:32][n:33]1)[CH3:34].[CH3:48][N:49]([CH3:50])[CH:51]=[O:52].[OH2:47]>>[C:1]([CH3:2])(=[O:3])[N:4]([c:5]1[c:6]([F:25])[cH:7][c:8](-[c:11]2[o:12][c:13]3[c:14]([c:15](=[O:17])[cH:16]2)[c:18]([NH2:24])[c:19]([F:23])[cH:20][c:21]3[F:22])[cH:9][cH:10]1)[C:35]([O:36][C:37]([CH3:38])([CH3:39])[CH3:40])=[O:41]. Reactants: C(C)#N (acetonitrile), Heterocyclic, C(CCC)[Li] (n-butyllithium), CCCCCC (n-hexane), Cl (HCl), COC(=O)C=1C=NN2C1C=CC=C2 (pyrazolo[1,5-a]pyridine-3-carboxylic acid methyl ester). Solvent: C1(=CC=CC=C1)C (toluene), C1(=CC=CC=C1)C (toluene). Reaction conditions: temperature -78 celsius, time 20 minute. Product: O=C(CC#N)C=1C=NN2C1C=CC=C2 (3-Oxo-3-pyrazolo[1,5-a]pyridin-3-yl-propionitrile). RXN SMILES: C([Li])CCC.CCCCCC.CO[C:14]([C:16]1[CH:17]=[N:18][N:19]2[CH:24]=[CH:23][CH:22]=[CH:21][C:20]=12)=[O:15].Cl.[C:26](#[N:28])[CH3:27]>C1(C)C=CC=CC=1>[O:15]=[C:14]([C:16]1[CH:17]=[N:18][N:19]2[CH:24]=[CH:23][CH:22]=[CH:21][C:20]=12)[CH2:27][C:26]#[N:28]. Procedure details: To a solution of dry acetonitrile in toluene (0.66 mL, 13 mmol, 5 eq) cooled down to −78° C. under nitrogen, a solution of n-butyllithium in n-hexane (5.2 mL, 13 mmol, 5 eq) was added dropwise. The mixture was left stirring at −78° C. for 20 minutes and then a solution of pyrazolo[1,5-a]pyridine-3-carboxylic acid methyl ester (0.46 g, 2.6 mmol, 1 eq, prepared according to the reported procedure (Anderson et al. Journal of Heterocyclic Chemistry 1981, 18, 1149-1152) in toluene was added and the r... Yields the product N1CCC(CC1)N1N=CC(=C1)C=1C=C(C=NC1)C1=CC(=NC(=C1)N)C1=NC=CC=C1 (5″-(1-Piperidin-4-yl-1H-pyrazol-4-yl)-[2,2′;4′,3″]terpyridin-6′-ylamine). Reaction SMILES: C[NH:2][C:3]1[N:8]=[C:7]([C:9]2[CH:14]=[CH:13][CH:12]=[CH:11][N:10]=2)[CH:6]=[C:5]([C:15]2[CH:16]=[N:17][CH:18]=[C:19]([C:21]3[CH:22]=[N:23][N:24]([CH:26]4[CH2:31][CH2:30][NH:29][CH2:28][CH2:27]4)[CH:25]=3)[CH:20]=2)[CH:4]=1.BrC1C=C(C2C=C(N)N=C(C3C=CC=CN=3)C=2)C=NC=1>>[NH:29]1[CH2:28][CH2:27][CH:26]([N:24]2[CH:25]=[C:21]([C:19]3[CH:20]=[C:15]([C:5]4[CH:4]=[C:3]([NH2:2])[N:8]=[C:7]([C:9]5[CH:14]=[CH:13][CH:12]=[CH:11][N:10]=5)[CH:6]=4)[CH:16]=[N:17][CH:18]=3)[CH:22]=[N:23]2)[CH2:31][CH2:30]1. Reported procedure: This compound is prepared analogously to methyl-[5″-(1-piperidin-4-yl-1H-pyrazol-4-yl)-[2,2′;4′,3″]terpyridin-6′-yl]-amine (Example 2.183) by replacing (5″-Bromo-[2,2′;4′,3″]terpyridin-6′-yl)-methyl-amine (Example 2.1; step1) with 5″-Bromo-[2,2′;4′,3″]terpyridin-6′-ylamine (Example 1.31). Reactants: CNC1=CC(=CC(=N1)C1=NC=CC=C1)C=1C=NC=C(C1)C=1C=NN(C1)C1CCNCC1 (methyl-[5″-(1-piperidin-4-yl-1H-pyrazol-4-yl)-[2,2′;4′,3″]terpyridin-6′-yl]-amine), BrC=1C=C(C=NC1)C1=CC(=NC(=C1)N)C1=NC=CC=C1 (5″-Bromo-[2,2′;4′,3″]terpyridin-6′-ylamine). Reaction SMILES: [C:57]([OH:58])(=[O:59])[CH3:60].[CH2:1]([c:2]1[cH:3][cH:4][cH:5][cH:6][cH:7]1)[O:8][C:9](=[O:10])[N:11]1[CH2:12][CH2:13][CH:14]([CH2:17][N:18]([c:19]2[c:20]([C:30](=[O:31])[O:32][CH3:33])[s:21][c:22](-[c:24]3[cH:25][cH:26][cH:27][cH:28][cH:29]3)[cH:23]2)[C:34]([c:35]2[c:36]([Cl:42])[cH:37][c:38]([Cl:41])[cH:39][cH:40]2)=[O:43])[CH2:15][CH2:16]1.[CH2:49]1[O:50][CH2:51][CH2:52][CH2:53]1.[CH3:47][OH:48].[CH3:54][OH:55].[Li+:45].[OH-:44].[OH2:46].[OH2:56]>>[CH2:1]([c:2]1[cH:3][cH:4][cH:5][cH:6][cH:7]1)[O:8][C:9](=[O:10])[N:11]1[CH2:12][CH2:13][CH:14]([CH2:17][N:18]([c:19]2[c:20]([C:30](=[O:31])[OH:32])[s:21][c:22](-[c:24]3[cH:25][cH:26][cH:27][cH:28][cH:29]3)[cH:23]2)[C:34]([c:35]2[c:36]([Cl:42])[cH:37][c:38]([Cl:41])[cH:39][cH:40]2)=[O:43])[CH2:15][CH2:16]1. Yields the product O=C(O)c1sc(-c2ccccc2)cc1N(CC1CCN(C(=O)OCc2ccccc2)CC1)C(=O)c1ccc(Cl)cc1Cl. Reactants: CC(=O)O, COC(=O)c1sc(-c2ccccc2)cc1N(CC1CCN(C(=O)OCc2ccccc2)CC1)C(=O)c1ccc(Cl)cc1Cl, C1CCOC1, CO, CO, [Li+], [OH-], O, O. Reactants: C(=O)NC=1SC=C(N1)C(C(=O)NC1[C@@H]2N(C(=C(CS2)CSC2=NN=NN2CCNC(=O)OC(C)(C)C)C(=O)O)C1=O)=NOCCCNC(=O)OC(C)(C)C (7-[2-(2-Formamidothiazol-4-yl)-2-(3-tert-butoxycarbonylaminopropoxyimino)acetamido]-3-[1-(2-tert-butoxycarbonylaminoethyl)-1H-tetrazol-5-yl)thiomethyl-3-cephem-4-carboxylic acid), Cl (hydrochloric acid). The solvent is CO (methanol). Yields the product NC=1SC=C(N1)C(C(=O)NC1[C@@H]2N(C(=C(CS2)CSC2=NN=NN2CCN)C(=O)O)C1=O)=NOCCCN (7-[2-(2-aminothiazol-4-yl)-2-(3-aminopropoxyimino)acetamido]-3-[1-(2-aminoethyl)-1H-tetrazol-5-yl]thiomethyl-3-cephem-4-carboxylic acid). Isolated yield 54.6%. As a reaction SMILES: C([NH:3][C:4]1[S:5][CH:6]=[C:7]([C:9](=[N:42][O:43][CH2:44][CH2:45][CH2:46][NH:47]C(OC(C)(C)C)=O)[C:10]([NH:12][CH:13]2[C:40](=[O:41])[N:15]3[C:16]([C:37]([OH:39])=[O:38])=[C:17]([CH2:20][S:21][C:22]4[N:26]([CH2:27][CH2:28][NH:29]C(OC(C)(C)C)=O)[N:25]=[N:24][N:23]=4)[CH2:18][S:19][C@H:14]23)=[O:11])[N:8]=1)=O.Cl>CO>[NH2:3][C:4]1[S:5][CH:6]=[C:7]([C:9](=[N:42][O:43][CH2:44][CH2:45][CH2:46][NH2:47])[C:10]([NH:12][CH:13]2[C:40](=[O:41])[N:15]3[C:16]([C:37]([OH:39])=[O:38])=[C:17]([CH2:20][S:21][C:22]4[N:26]([CH2:27][CH2:28][NH2:29])[N:25]=[N:24][N:23]=4)[CH2:18][S:19][C@H:14]23)=[O:11])[N:8]=1. Reported procedure: 7-[2-(2-Formamidothiazol-4-yl)-2-(3-tert-butoxycarbonylaminopropoxyimino)acetamido]-3-[1-(2-tert-butoxycarbonylaminoethyl)-1H-tetrazol-5-yl)thiomethyl-3-cephem-4-carboxylic acid (syn isomer, 2.8 g.), conc. hydrochloric acid (1.6 ml.) and methanol (60 ml.) were treated in a similar manner to that of Example 6-(2) to give 7-[2-(2-aminothiazol-4-yl)-2-(3-aminopropoxyimino)acetamido]-3-[1-(2-aminoethyl)-1H-tetrazol-5-yl]thiomethyl-3-cephem-4-carboxylic acid (syn isomer, 1.1 g.).